From a dataset of the Open Reaction Database (ORD), a public repository of structured organic reaction records. describe an organic reaction: reactants, conditions, products, and yield Starting materials: [H-].[Al+3].[Li+].[H-].[H-].[H-] (lithium aluminum hydride), COC1=CC=C(C=C1)NC(C(C1=C2N(C=3C=CC=CC13)CCNCC2)=O)=O (N-(4-methoxyphenyl)-2-oxo-2-(2,3,4,5-tetrahydro-1H-[1,4]diazepino[1,7-a]indol-11-yl)acetamide), [Cl-].[Cl-].[Cl-].[Al+3] (aluminum trichloride). The solvent is C1CCOC1 (THF), C1CCOC1 (THF). Yields the product COC1=CC=C(NCCC2=C3N(C=4C=CC=CC24)CCNCC3)C=C1 (4-methoxy-N-[2-(2,3,4,5-tetrahydro-1H-[1,4]diazepino[1,7-a]indol-11-yl)ethyl]aniline). Yield: 82.7%. As a reaction SMILES: [H-].[Al+3].[Li+].[H-].[H-].[H-].[Cl-].[Cl-].[Cl-].[Al+3].[CH3:11][O:12][C:13]1[CH:18]=[CH:17][C:16]([NH:19][C:20](=O)[C:21](=O)[C:22]2[C:30]3[CH:29]=[CH:28][CH:27]=[CH:26][C:25]=3[N:24]3[CH2:31][CH2:32][NH:33][CH2:34][CH2:35][C:23]=23)=[CH:15][CH:14]=1>C1COCC1>[CH3:11][O:12][C:13]1[CH:14]=[CH:15][C:16]([NH:19][CH2:20][CH2:21][C:22]2[C:30]3[CH:29]=[CH:28][CH:27]=[CH:26][C:25]=3[N:24]3[CH2:31][CH2:32][NH:33][CH2:34][CH2:35][C:23]=23)=[CH:17][CH:18]=1 |f:0.1.2.3.4.5,6.7.8.9|. Reported procedure: A solution of 1M lithium aluminum hydride (7 mL, 7 mmol) and THF (14 mL) is cooled to 0° C. and portion-wise treated with aluminum trichloride (317 mg, 2.4 mmol) with gas evolution. The resulting colorless solution with a small amount of precipitate is drop-wise treated with a solution of N-(4-methoxyphenyl)-2-oxo-2-(2,3,4,5-tetrahydro-1H-[1,4]diazepino[1,7-a]indol-11-yl)acetamide (433 mg, 1.19 mmol) in THF (10 mL) with additional gas evolution. The resulting yellow suspension is warmed to rt fo... Starting materials: Bis(4-(di-tert-butylphosphino)-N,N-dimethylbenzenamine)dichloropalladium (II), COC1=CC=C(CNC2=NC3=CC=C(C=C3C=C2/C=C(/C(=O)NCCC(C)(C)C)\C)B2OC(C(O2)(C)C)(C)C)C=C1 ((E)-3-(2-(4-methoxybenzylamino)-6-(4,4,5,5-tetramethyl-1,3,2-dioxaborolan-2-yl)quinolin-3-yl)-N-(3,3-dimethylbutyl)-2-methylacrylamide), C(C)(=O)[O-].[K+] (potassium acetate), BrC1=NC=CC=C1C (2-bromo-3-methylpyridine). Run in CCO (EtOH), O (water). Product: COC1=CC=C(CNC2=NC3=CC=C(C=C3C=C2/C=C(/C(=O)NCCC(C)(C)C)\C)B2OC(C(O2)(C)C)(C)C)C=C1 ((E)-3-(2-(4-methoxybenzylamino)-6-(4,4,5,5-tetramethyl-1,3,2-dioxaborolan-2-yl)quinolin-3-yl)-N-(3,3-dimethylbutyl)-2-methylacrylamide), COC1=CC=C(CNC2=NC3=CC=C(C=C3C=C2/C=C(/C(=O)NCCC(C)(C)C)\C)C2=NC=CC=C2C)C=C1 ((E)-3-(2-(4-methoxybenzylamino)-6-(3-methylpyridin-2-yl)quinolin-3-yl)-N-(3,3-dimethylbutyl)-2-methylacrylamide). Reaction SMILES: [CH3:1][O:2][C:3]1[CH:41]=[CH:40][C:6]([CH2:7][NH:8][C:9]2[C:18](/[CH:19]=[C:20](\[CH3:30])/[C:21]([NH:23][CH2:24][CH2:25][C:26]([CH3:29])([CH3:28])[CH3:27])=[O:22])=[CH:17][C:16]3[C:11](=[CH:12][CH:13]=[C:14]([B:31]4[O:35][C:34]([CH3:37])([CH3:36])[C:33]([CH3:39])([CH3:38])[O:32]4)[CH:15]=3)[N:10]=2)=[CH:5][CH:4]=1.C([O-])(=O)C.[K+].Br[C:48]1[C:53]([CH3:54])=[CH:52][CH:51]=[CH:50][N:49]=1>CCO.O>[CH3:1][O:2][C:3]1[CH:4]=[CH:5][C:6]([CH2:7][NH:8][C:9]2[C:18](/[CH:19]=[C:20](\[CH3:30])/[C:21]([NH:23][CH2:24][CH2:25][C:26]([CH3:29])([CH3:28])[CH3:27])=[O:22])=[CH:17][C:16]3[C:11](=[CH:12][CH:13]=[C:14]([B:31]4[O:32][C:33]([CH3:39])([CH3:38])[C:34]([CH3:37])([CH3:36])[O:35]4)[CH:15]=3)[N:10]=2)=[CH:40][CH:41]=1.[CH3:1][O:2][C:3]1[CH:41]=[CH:40][C:6]([CH2:7][NH:8][C:9]2[C:18](/[CH:19]=[C:20](\[CH3:30])/[C:21]([NH:23][CH2:24][CH2:25][C:26]([CH3:27])([CH3:28])[CH3:29])=[O:22])=[CH:17][C:16]3[C:11](=[CH:12][CH:13]=[C:14]([C:48]4[C:53]([CH3:54])=[CH:52][CH:51]=[CH:50][N:49]=4)[CH:15]=3)[N:10]=2)=[CH:5][CH:4]=1 |f:1.2|. Procedure: Lithium chloride (2.41 g, 56.7 mmol) is stirred 4 h in MeCN (300 mL). To the cloudy solution was added 2-(4-methoxybenzylamino)-6-bromoquinoline-3-carbaldehyde 7 (10.5 g, 28.4 mmol, prepared as in scheme II), ethyl 2-(diethoxyphosphoryl)propanoate (7.4 L, 34.0 mmol) and 2,3,4,6,7,8,9,10-octahydropyrimido[1,2-a]azepine (4.3 ml, 28.4 mmol) and the reaction is stirred 12 h. The reaction is partitioned between 10% sodium carbonate solution and EtOAc. The aqueous layer is extracted with EtOAc and the... The reactants are CC(C)(C)OC(=O)N1CCOCC1C(=O)Nc1cc(Cl)cc2c1[nH]c1cnccc12, CC(C)(C)OC(=O)N1CCCC1C=O, CC(=O)O[BH-](OC(C)=O)OC(C)=O, C1CCOC1, CO, ClCCl, ClCCl, [Na+], O=C(O)C(F)(F)F. Product: CC(C)(C)OC(=O)N1CCCC1CN1CCOCC1C(=O)Nc1cc(Cl)cc2c1[nH]c1cnccc12. RXN SMILES: [C:1]([O:2][C:3](=[O:4])[N:8]1[CH:9]([C:14]([NH:15][c:16]2[cH:17][c:18]([Cl:29])[cH:19][c:20]3[c:21]4[cH:22][cH:23][n:24][cH:25][c:26]4[nH:27][c:28]23)=[O:30])[CH2:10][O:11][CH2:12][CH2:13]1)([CH3:5])([CH3:6])[CH3:7].[C:38]([CH3:39])([CH3:40])([CH3:41])[O:42][C:43](=[O:44])[N:45]1[CH:46]([CH:47]=[O:48])[CH2:49][CH2:50][CH2:51]1.[C:52]([O:53][BH-:54]([O:55][C:56](=[O:57])[CH3:58])[O:59][C:60](=[O:61])[CH3:62])(=[O:63])[CH3:64].[CH2:69]1[O:70][CH2:71][CH2:72][CH2:73]1.[CH3:74][OH:75].[Cl:66][CH2:67][Cl:68].[Cl:76][CH2:77][Cl:78].[Na+:65].[OH:31][C:32]([C:33]([F:34])([F:35])[F:36])=[O:37]>>[N:8]1([CH2:47][CH:46]2[N:45]([C:43]([O:42][C:38]([CH3:39])([CH3:40])[CH3:41])=[O:44])[CH2:51][CH2:50][CH2:49]2)[CH:9]([C:14]([NH:15][c:16]2[cH:17][c:18]([Cl:29])[cH:19][c:20]3[c:21]4[cH:22][cH:23][n:24][cH:25][c:26]4[nH:27][c:28]23)=[O:30])[CH2:10][O:11][CH2:12][CH2:13]1. Reactants: CCC(C)(C)O, CCn1nccc1O, C(=NC1CCCCC1)=NC1CCCCC1, Cc1c(C(=O)O)ccc2c1C(Cl)C(Cl)CS2(=O)=O. The product is CCn1nccc1OC(=O)c1ccc2c(c1C)C(Cl)C(Cl)CS2(=O)=O. As a reaction SMILES: [C:42]([OH:43])([CH2:44][CH3:45])([CH3:46])[CH3:47].[CH2:19]([CH3:20])[n:21]1[n:22][cH:23][cH:24][c:25]1[OH:26].[CH:27]1([N:28]=[C:29]=[N:30][CH:31]2[CH2:32][CH2:33][CH2:34][CH2:35][CH2:36]2)[CH2:37][CH2:38][CH2:39][CH2:40][CH2:41]1.[Cl:1][CH:2]1[CH2:3][S:4](=[O:17])(=[O:18])[c:5]2[cH:6][cH:7][c:8]([C:14](=[O:15])[OH:16])[c:9]([CH3:13])[c:10]2[CH:11]1[Cl:12]>>[Cl:1][CH:2]1[CH2:3][S:4](=[O:17])(=[O:18])[c:5]2[cH:6][cH:7][c:8]([C:14](=[O:15])[O:16][c:25]3[n:21]([CH2:19][CH3:20])[n:22][cH:23][cH:24]3)[c:9]([CH3:13])[c:10]2[CH:11]1[Cl:12].